From a dataset of the Open Reaction Database (ORD), a public repository of structured organic reaction records. describe an organic reaction: reactants, conditions, products, and yield Starting materials: COC1=CC=C(CNC(=O)C2=CC=C(C=C2)C2=C(C=CC(=C2)C=2OC(=NN2)C)C)C=C1 (N-(4methoxybenzyl)-2′-methyl-5′-(5-methyl-1,3,4-oxadiazol-2-yl)-1,1′-biphenyl-4-carboxamide), C1(CC1)CBr (cyclopropylmethyl-bromide). The product is C1(CC1)CN(C(=O)C1=CC=C(C=C1)C1=C(C=CC(=C1)C=1OC(=NN1)C)C)CC1=CC=C(C=C1)OC (N-(Cyclopropylmethyl)-N-(4-methoxybenzyl)-2′-methyl-5′-(5-methyl-1,3,4-oxadiazol-2-yl)-1,1′-biphenyl-4-carboxamide). As a reaction SMILES: [CH3:1][O:2][C:3]1[CH:31]=[CH:30][C:6]([CH2:7][NH:8][C:9]([C:11]2[CH:16]=[CH:15][C:14]([C:17]3[CH:22]=[C:21]([C:23]4[O:24][C:25]([CH3:28])=[N:26][N:27]=4)[CH:20]=[CH:19][C:18]=3[CH3:29])=[CH:13][CH:12]=2)=[O:10])=[CH:5][CH:4]=1.[CH:32]1([CH2:35]Br)[CH2:34][CH2:33]1>>[CH:32]1([CH2:35][N:8]([CH2:7][C:6]2[CH:5]=[CH:4][C:3]([O:2][CH3:1])=[CH:31][CH:30]=2)[C:9]([C:11]2[CH:12]=[CH:13][C:14]([C:17]3[CH:22]=[C:21]([C:23]4[O:24][C:25]([CH3:28])=[N:26][N:27]=4)[CH:20]=[CH:19][C:18]=3[CH3:29])=[CH:15][CH:16]=2)=[O:10])[CH2:34][CH2:33]1. Procedure: N-(Cyclopropylmethyl)-N-(4-methoxybenzyl)-2′-methyl-5′-(5-methyl-1,3,4-oxadiazol-2-yl)-1,1′-biphenyl-4-carboxamide was prepared from N-(4methoxybenzyl)-2′-methyl-5′-(5-methyl-1,3,4-oxadiazol-2-yl)-1,1′-biphenyl-4-carboxamide and cyclopropylmethyl-bromide using method L. LCMS; retention time 3.70 min, MH+ 468.